From a dataset of the Open Reaction Database (ORD), a public repository of structured organic reaction records. describe an organic reaction: reactants, conditions, products, and yield The reactants are CO, CN(C)C(=O)c1ccc([N+](=O)[O-])cc1S(N)(=O)=O. Yields the product CN(C)C(=O)c1ccc(N)cc1S(N)(=O)=O. Reaction SMILES: [CH3:19][OH:20].[CH3:1][N:2]([C:3](=[O:4])[c:5]1[c:6]([S:14](=[O:15])(=[O:16])[NH2:17])[cH:7][c:8]([N+:11]([O-:12])=[O:13])[cH:9][cH:10]1)[CH3:18]>>[CH3:1][N:2]([C:3](=[O:4])[c:5]1[c:6]([S:14](=[O:15])(=[O:16])[NH2:17])[cH:7][c:8]([NH2:11])[cH:9][cH:10]1)[CH3:18]. Reactants: CO, ClCC1CO1, [Na+], [OH-], Oc1cccc(Cc2ccccn2)c1. Yields the product c1ccc(Cc2cccc(OCC3CO3)c2)nc1. As a reaction SMILES: [CH3:22][OH:23].[Cl:1][CH2:2][CH:3]1[CH2:4][O:5]1.[Na+:21].[OH-:20].[n:6]1[c:7]([CH2:12][c:13]2[cH:14][c:15]([OH:19])[cH:16][cH:17][cH:18]2)[cH:8][cH:9][cH:10][cH:11]1>>[CH2:2]([CH:3]1[CH2:4][O:5]1)[O:19][c:15]1[cH:14][c:13]([CH2:12][c:7]2[n:6][cH:11][cH:10][cH:9][cH:8]2)[cH:18][cH:17][cH:16]1. The reactants are CCOC(=O)c1noc(-c2ccccc2)c1[N+](=O)[O-], CCO. Product: CCOC(=O)c1noc(-c2ccccc2)c1N. Reaction SMILES: [CH2:1]([CH3:2])[O:3][C:4](=[O:5])[c:6]1[n:7][o:8][c:9](-[c:14]2[cH:15][cH:16][cH:17][cH:18][cH:19]2)[c:10]1[N+:11]([O-:12])=[O:13].[CH3:20][CH2:21][OH:22]>>[CH2:1]([CH3:2])[O:3][C:4](=[O:5])[c:6]1[n:7][o:8][c:9](-[c:14]2[cH:15][cH:16][cH:17][cH:18][cH:19]2)[c:10]1[NH2:11]. The reactants are CO, [Cl-], COc1cc(Nc2c(C#N)cnc3c2sc2ccc([N+](=O)[O-])cc23)c(C)cc1Cl, [Fe], [NH4+]. Product: COc1cc(Nc2c(C#N)cnc3c2sc2ccc(N)cc23)c(C)cc1Cl. RXN SMILES: [CH3:32][OH:33].[Cl-:30].[Cl:1][c:2]1[cH:3][c:4]([CH3:29])[c:5]([NH:10][c:11]2[c:12]3[c:13]([n:14][cH:15][c:16]2[C:17]#[N:18])[c:19]2[c:20]([s:21]3)[cH:22][cH:23][c:24]([N+:26]([O-:27])=[O:28])[cH:25]2)[cH:6][c:7]1[O:8][CH3:9].[Fe:34].[NH4+:31]>>[Cl:1][c:2]1[cH:3][c:4]([CH3:29])[c:5]([NH:10][c:11]2[c:12]3[c:13]([n:14][cH:15][c:16]2[C:17]#[N:18])[c:19]2[c:20]([s:21]3)[cH:22][cH:23][c:24]([NH2:26])[cH:25]2)[cH:6][c:7]1[O:8][CH3:9]. The reactants are CC(C)(C)O, CCOCC, ClCCl, [Na+], [OH-], OCc1ccccc1-c1ccccc1. Yields the product O=Cc1ccccc1-c1ccccc1. RXN SMILES: [C:1]([OH:2])([CH3:3])([CH3:4])[CH3:5].[CH3:25][CH2:26][O:27][CH2:28][CH3:29].[Cl:6][CH2:7][Cl:8].[Na+:24].[OH-:23].[c:9]1(-[c:17]2[cH:18][cH:19][cH:20][cH:21][cH:22]2)[c:10]([CH2:15][OH:16])[cH:11][cH:12][cH:13][cH:14]1>>[c:9]1(-[c:17]2[cH:18][cH:19][cH:20][cH:21][cH:22]2)[c:10]([CH:15]=[O:16])[cH:11][cH:12][cH:13][cH:14]1.